Dataset: the Open Reaction Database (ORD), a public repository of structured organic reaction records. Task: describe an organic reaction: reactants, conditions, products, and yield Reactants: C(C1=CC=CC=C1)OC(=O)NC1=CN=C(N(C1=O)CC(=O)NC(C(C(F)(F)F)O)C(C)C)C=1SC=CC1 (2-[5-Benzyloxycarbonylamino-6-oxo-2-(2-thienyl)-1,6-dihydro-1-pyrimidinyl)-N-(3,3,3-trifluoro-2-hydroxy-1-isopropylpropyl]acetamide), C(C)(=O)OCC (ethyl acetate). Run in ClCCl (dichloromethane). Product: C(C1=CC=CC=C1)OC(=O)NC1=CN=C(N(C1=O)CC(=O)NC(C(C(F)(F)F)=O)C(C)C)C=1SC=CC1 (2-[5-benzyloxycarbonylamino-6-oxo-2-(2-thienyl)-1,6-dihydro-1-pyrimidinyl)-N-(3,3,3-trifluoro-1-isopropyl-2-oxopropyl]acetamide). Reaction SMILES: [CH2:1]([O:8][C:9]([NH:11][C:12]1[C:17](=[O:18])[N:16]([CH2:19][C:20]([NH:22][CH:23]([CH:30]([CH3:32])[CH3:31])[CH:24]([OH:29])[C:25]([F:28])([F:27])[F:26])=[O:21])[C:15]([C:33]2[S:34][CH:35]=[CH:36][CH:37]=2)=[N:14][CH:13]=1)=[O:10])[C:2]1[CH:7]=[CH:6][CH:5]=[CH:4][CH:3]=1.C(OCC)(=O)C>ClCCl>[CH2:1]([O:8][C:9]([NH:11][C:12]1[C:17](=[O:18])[N:16]([CH2:19][C:20]([NH:22][CH:23]([CH:30]([CH3:32])[CH3:31])[C:24](=[O:29])[C:25]([F:28])([F:27])[F:26])=[O:21])[C:15]([C:33]2[S:34][CH:35]=[CH:36][CH:37]=2)=[N:14][CH:13]=1)=[O:10])[C:2]1[CH:3]=[CH:4][CH:5]=[CH:6][CH:7]=1. Procedure: 2-[5-Benzyloxycarbonylamino-6-oxo-2-(2-thienyl)-1,6-dihydro-1-pyrimidinyl)-N-(3,3,3-trifluoro-2-hydroxy-1-isopropylpropyl]acetamide was oxidized using a procedure similar to that described in Example 1. Chromatography, with ethyl acetate:dichloromethane (gradient, 15:85, 30:70) as the eluent, gave 2-[5-benzyloxycarbonylamino-6-oxo-2-(2-thienyl)-1,6-dihydro-1-pyrimidinyl)-N-(3,3,3-trifluoro-1-isopropyl-2-oxopropyl]acetamide as a white solid; 300 MHz NMR (DMSO/D2O): 8.41 (s,1), 7.79 (d,1), 7.35 (m... Starting materials: C1(CC1)C1=CC=C(CNCCC2=CC(=C(C=C2)F)C(F)(F)F)C=C1 ((4-cyclopropylbenzyl)-[2-(4-fluoro-3-trifluoromethylphenyl)-ethyl]-amine), [BH4-].[Na+] (sodium borohydride), ClC=1C=C(C=O)C=CC1C(C)(C)OC (3-chloro-4-(1-methoxy-1-methyl-ethyl)-benzaldehyde), FC(C=1C=C(C=CC1)CCN)(F)F (2-(3-trifluoromethylphenyl)-ethylamine). Yields the product ClC=1C=C(CNCCC2=CC(=CC=C2)C(F)(F)F)C=CC1C(C)(C)OC ([3-chloro-4-(1-methoxy-1-methyl-ethyl)-benzyl]-[2-(3-trifluoromethyl-phenyl)-ethyl]-amine). Reaction SMILES: C1(C2C=CC(C[NH:9][CH2:10][CH2:11][C:12]3[CH:17]=[CH:16][C:15](F)=[C:14]([C:19]([F:22])([F:21])[F:20])[CH:13]=3)=CC=2)CC1.[Cl:25][C:26]1[CH:27]=[C:28]([CH:31]=[CH:32][C:33]=1[C:34]([O:37][CH3:38])([CH3:36])[CH3:35])[CH:29]=O.FC(F)(F)C1C=C(CCN)C=CC=1.[BH4-].[Na+]>>[Cl:25][C:26]1[CH:27]=[C:28]([CH:31]=[CH:32][C:33]=1[C:34]([O:37][CH3:38])([CH3:36])[CH3:35])[CH2:29][NH:9][CH2:10][CH2:11][C:12]1[CH:17]=[CH:16][CH:15]=[C:14]([C:19]([F:20])([F:21])[F:22])[CH:13]=1 |f:3.4|. Reported procedure: The title compound was synthesized in analogy to (4-cyclopropylbenzyl)-[2-(4-fluoro-3-trifluoromethylphenyl)-ethyl]-amine (described in example S53) using 77 mg of 3-chloro-4-(1-methoxy-1-methyl-ethyl)-benzaldehyde (0.36 mmol), 68 mg of 2-(3-trifluoromethylphenyl)-ethylamine (0.36 mmol) and 21 mg of sodium borohydride (0.54 mmol). The isolated colorless liquid (113 mg, 81%) was used in the following step without further purification. MS (ISP) 386.2 (M+H)+. Reactants: CCO, Cl, CC(C)(C)[Si](C)(C)OCCCN(c1cc(-c2cc3ccccc3s2)c2[nH]ncc2c1)c1ccnc(N)n1. The product is Nc1nccc(N(CCCO)c2cc(-c3cc4ccccc4s3)c3[nH]ncc3c2)n1. RXN SMILES: [CH3:39][CH2:40][OH:41].[ClH:1].[s:2]1[c:3]2[c:4]([cH:5][c:6]1-[c:7]1[cH:8][c:9]([N:16]([c:17]3[n:18][c:19]([NH2:23])[n:20][cH:21][cH:22]3)[CH2:24][CH2:25][CH2:26][O:27][Si:28]([C:29]([CH3:30])([CH3:31])[CH3:32])([CH3:33])[CH3:34])[cH:10][c:11]3[cH:12][n:13][nH:14][c:15]13)[cH:35][cH:36][cH:37][cH:38]2>>[s:2]1[c:3]2[c:4]([cH:5][c:6]1-[c:7]1[cH:8][c:9]([N:16]([c:17]3[n:18][c:19]([NH2:23])[n:20][cH:21][cH:22]3)[CH2:24][CH2:25][CH2:26][OH:27])[cH:10][c:11]3[cH:12][n:13][nH:14][c:15]13)[cH:35][cH:36][cH:37][cH:38]2.